This data is from the Open Reaction Database (ORD), a public repository of structured organic reaction records. The task is: describe an organic reaction: reactants, conditions, products, and yield The reactants are CCOC(=O)C=Cc1ccc(NC(=O)c2cc([Si](C)(C)C)cc([Si](C)(C)C)c2)cc1F, CCO, Cl, [Na+], [OH-]. Product: C[Si](C)(C)c1cc(C(=O)Nc2ccc(C=CC(=O)O)c(F)c2)cc([Si](C)(C)C)c1. RXN SMILES: [CH3:1][Si:2]([c:3]1[cH:4][c:5]([C:6](=[O:7])[NH:8][c:9]2[cH:10][c:11]([F:22])[c:12]([CH:13]=[CH:14][C:15](=[O:16])[O:17][CH2:18][CH3:19])[cH:20][cH:21]2)[cH:23][c:24]([Si:26]([CH3:27])([CH3:28])[CH3:29])[cH:25]1)([CH3:30])[CH3:31].[CH3:35][CH2:36][OH:37].[ClH:34].[Na+:33].[OH-:32]>>[CH3:1][Si:2]([c:3]1[cH:4][c:5]([C:6](=[O:7])[NH:8][c:9]2[cH:10][c:11]([F:22])[c:12]([CH:13]=[CH:14][C:15](=[O:16])[OH:17])[cH:20][cH:21]2)[cH:23][c:24]([Si:26]([CH3:27])([CH3:28])[CH3:29])[cH:25]1)([CH3:30])[CH3:31].